From a dataset of the Open Reaction Database (ORD), a public repository of structured organic reaction records. describe an organic reaction: reactants, conditions, products, and yield Reactants: ClCC(C)=O (chloroacetone), ClCC(C)=O (chloroacetone), ClC=1C(=C(C=CC1)O)Cl (dichlorophenol), ClC=1C=C(C=C(C1)Cl)O (3,5-dichlorophenol), C([O-])([O-])=O.[K+].[K+] (potassium carbonate). The reagents and catalysts are [I-].[K+] (potassium iodide). Solvent: CC(=O)C (acetone), CC(=O)C (acetone). Reaction conditions: time 8 hour. Product: ClC=1C=C(OCC(C)=O)C=C(C1)Cl (1-(3,5-dichlorophenoxy)-2-propanone). The yield is 98.9%. Reaction SMILES: [Cl:1][C:2]1[CH:3]=[C:4]([OH:9])[CH:5]=[C:6]([Cl:8])[CH:7]=1.C(=O)([O-])[O-].[K+].[K+].Cl[CH2:17][C:18](=[O:20])[CH3:19].ClC1C(Cl)=C(O)C=CC=1>CC(C)=O.[I-].[K+]>[Cl:1][C:2]1[CH:3]=[C:4]([CH:5]=[C:6]([Cl:8])[CH:7]=1)[O:9][CH2:17][C:18](=[O:20])[CH3:19] |f:1.2.3,7.8|. Procedure details: To a stirred solution of 3,5-dichlorophenol (0.49 g, 3 mmol) in acetone (10 mL) under a nitrogen atmosphere was added potassium carbonate (0.42 g, 3 mmol). In a separate flask, chloroacetone (0.34 mL, 4.2 mmol) and potassium iodide (0.02 g, 0.12 mmol) were dissolved in acetone (15 mL), heated at reflux for 10 min and then allowed to cool to room temperature. The chloroacetone solution was then added to the dichlorophenol solution dropwise via an addition funnel. The resulting mixture was stirred... The reactants are CC1(C(C2CCC(C23CCC1C3)=O)=C)C (7,7-dimethyl-6-methylene-tricyclo[6.2.1.01,5 ]undecan-2-one), C(=O)O (formic acid). The solvent is CCCCC (n-pentane). Yields the product CC1=C2CCC(C23CCC(C1(C)C)C3)=O (6,7,7-Trimethyl-tricyclo[6.2.1.01,5 ]undec-5-en-2-one). As a reaction SMILES: [CH3:1][C:2]1([CH3:15])[CH:11]2[CH2:12][C:8]3([CH2:9][CH2:10]2)[CH:4]([CH2:5][CH2:6][C:7]3=[O:13])[C:3]1=[CH2:14].C(O)=O>CCCCC>[CH3:14][C:3]1[C:2]([CH3:1])([CH3:15])[CH:11]2[CH2:12][C:8]3([CH2:9][CH2:10]2)[C:4]=1[CH2:5][CH2:6][C:7]3=[O:13]. Reported procedure: 350 mg of 7,7-dimethyl-6-methylene-tricyclo[6.2.1.01,5 ]undecan-2-one (see example 1) were heated at 40° for 5 days in the presence of 20 ml of 98% formic acid. After the usual treatments of extraction, washing, drying and evaporation, there were isolated 330 mg of crude material (purity 90%). The pure compound was obtained after cristallization in n-pentane. Reactants: C(C)(C)[O-].NC(N)=NC=1SC=C(N1)CSCCNC=NS(=O)(=O)C1=CC=C(C=C1)Br (N-[[[2-[[[2-[(diaminomethylene)amino]-4-thiazolyl]methyl]thio]ethyl]amino]methylene]-4-bromo-benzenesulfonamide isopropanolate), resultant solution. Solvent: CO (methanol). Run at temperature 2.5 celsius, time 4 hour. The product is C1=CC(=CC=C1S(=O)(=O)/N=C/NCCSCC2=CSC(=N2)NC(=N)N)Br (ebrotidine). Isolated yield 96.8%. Reaction SMILES: C([O-])(C)C.[NH2:5][C:6](=[N:8][C:9]1[S:10][CH:11]=[C:12]([CH2:14][S:15][CH2:16][CH2:17][NH:18][CH:19]=[N:20][S:21]([C:24]2[CH:29]=[CH:28][C:27]([Br:30])=[CH:26][CH:25]=2)(=[O:23])=[O:22])[N:13]=1)[NH2:7]>CO>[CH:25]1[C:24]([S:21](/[N:20]=[CH:19]/[NH:18][CH2:17][CH2:16][S:15][CH2:14][C:12]2[N:13]=[C:9]([NH:8][C:6]([NH2:7])=[NH:5])[S:10][CH:11]=2)(=[O:22])=[O:23])=[CH:29][CH:28]=[C:27]([Br:30])[CH:26]=1 |f:0.1|. Reported procedure: 57.9 g of N-[[[2-[[[2-[(diaminomethylene)amino]-4-thiazolyl]methyl]thio]ethyl]amino]methylene]-4-bromo-benzenesulfonamide isopropanolate are dissolved in 87 ml of methanol at a temperature ranging between 40 and 50° C. The resultant solution is allowed to stand till a certain degree of turbidness fades away, then filtered and poured onto 550 ml of water at 0-5° C. for 4 hours under energic stirring. After the addition is completed, the mixture is stirred for further 4 hours at 0-5° C. and filter... The reactants are C(C)(=O)OC(C)=O (acetic anhydride), O1CCOC2=C1C=CC=C2C(=O)O (1,4-benzodioxane-5-carboxylic acid), [N+](=O)(O)[O-] (nitric acid). Run in C(C)(=O)O (acetic acid), C(C)(=O)O (acetic acid). Yields the product [N+](=O)([O-])C=1C=C(C2=C(OCCO2)C1)C(=O)O (7-nitro-1,4-benzodioxane-5-carboxylic acid). The yield is 27.0%. RXN SMILES: C(OC(=O)C)(=O)C.[O:8]1[C:13]2[CH:14]=[CH:15][CH:16]=[C:17]([C:18]([OH:20])=[O:19])[C:12]=2[O:11][CH2:10][CH2:9]1.[N+:21]([O-])([OH:23])=[O:22]>C(O)(=O)C>[N+:21]([C:15]1[CH:16]=[C:17]([C:18]([OH:20])=[O:19])[C:12]2[O:11][CH2:10][CH2:9][O:8][C:13]=2[CH:14]=1)([O-:23])=[O:22]. Procedure details: 160 ml of acetic acid, 160 ml of acetic anhydride and 100 g of 1,4-benzodioxane-5-carboxylic acid were introduced into a balloon flask provided with an agitator and a thermometer. The mixture was heated and a solution of 40 ml of nitric acid in 40 ml of acetic acid was added. The mixture was agitated at 40°-45° C. and then cooled. The crystals were dried off, washed and dried. 34 g of 7-nitro-1,4-benzodioxane-5-carboxylic acid were obtained (M.P.: 246° C.; yield: 27%). Reactants: [NH4+].[OH-] (NH4OH), ClS(=O)(=O)O (Chlorosulfonic acid), C1(=CC=CC=C1)C(=O)CC1=CC=CC=C1 (deoxybenzoin), ice water. Solvent: CC(=O)C (acetone). Product: NS(=O)(=O)C1=CC=C(C=C1)CC(=O)C1=CC=CC=C1 (2-[4-aminosulfonylphenyl]-1-phenyl-ethan-1-one). Yield: 28.8%. RXN SMILES: Cl[S:2]([OH:5])(=O)=[O:3].[C:6]1([C:12]([CH2:14][C:15]2[CH:20]=[CH:19][CH:18]=[CH:17][CH:16]=2)=[O:13])[CH:11]=[CH:10][CH:9]=[CH:8][CH:7]=1.[NH4+:21].[OH-]>CC(C)=O>[NH2:21][S:2]([C:18]1[CH:17]=[CH:16][C:15]([CH2:14][C:12]([C:6]2[CH:7]=[CH:8][CH:9]=[CH:10][CH:11]=2)=[O:13])=[CH:20][CH:19]=1)(=[O:5])=[O:3] |f:2.3|. Procedure: Chlorosulfonic acid (1781 g, 1018 mL, 15.29 mol) was treated portionwise with deoxybenzoin (400 g, 2.04 mol) at such a rate that the internal temperature was maintained between 5° and 15° C. The mixture was warmed to room temperature and maintained at that temperature for an additional 14 hours. The mixture was poured cautiously into ice water. The crude sulfonyl chloride was filtered and added portionwise to a solution of acetone (600 mL) and concentrated NH4OH (551 mL, 8.15 mol), yielding a pa... Starting materials: CC(C)(C)n1ncc(SCc2ccc(CCCCO)cc2)c(Cl)c1=O, CCOC(C)=O, Cc1ccccc1S(=O)(=O)Cl, c1ccncc1. Yields the product Cc1ccccc1S(=O)(=O)OCCCCc1ccc(CSc2cnn(C(C)(C)C)c(=O)c2Cl)cc1. RXN SMILES: [C:1]([CH3:2])([CH3:3])([CH3:4])[n:5]1[n:6][cH:7][c:8]([S:13][CH2:14][c:15]2[cH:16][cH:17][c:18]([CH2:21][CH2:22][CH2:23][CH2:24][OH:25])[cH:19][cH:20]2)[c:9]([Cl:12])[c:10]1=[O:11].[CH3:43][CH2:44][O:45][C:46](=[O:47])[CH3:48].[c:32]1([CH3:42])[c:33]([S:38](=[O:39])(=[O:40])[Cl:41])[cH:34][cH:35][cH:36][cH:37]1.[cH:26]1[cH:27][cH:28][n:29][cH:30][cH:31]1>>[C:1]([CH3:2])([CH3:3])([CH3:4])[n:5]1[n:6][cH:7][c:8]([S:13][CH2:14][c:15]2[cH:16][cH:17][c:18]([CH2:21][CH2:22][CH2:23][CH2:24][O:25][S:38]([c:33]3[c:32]([CH3:42])[cH:37][cH:36][cH:35][cH:34]3)(=[O:39])=[O:40])[cH:19][cH:20]2)[c:9]([Cl:12])[c:10]1=[O:11].